From a dataset of the Open Reaction Database (ORD), a public repository of structured organic reaction records. describe an organic reaction: reactants, conditions, products, and yield Starting materials: CC(C(=O)N1C(=O)OCC1Cc1ccccc1)C(O[Si](C)(C)C(C)(C)C)C1COC(C)(C)O1, C1CCOC1, CCO, CCOCC, [Na+], [OH-]. Yields the product CC(CO)C(O[Si](C)(C)C(C)(C)C)C1COC(C)(C)O1. RXN SMILES: [CH2:1]([CH:2]1[CH2:3][O:4][C:5](=[O:6])[N:7]1[C:14]([CH:15]([CH:16]([CH:17]1[O:18][C:19]([CH3:22])([CH3:23])[O:20][CH2:21]1)[O:24][Si:25]([CH3:26])([CH3:27])[C:28]([CH3:29])([CH3:30])[CH3:31])[CH3:32])=[O:33])[c:8]1[cH:9][cH:10][cH:11][cH:12][cH:13]1.[CH2:37]1[O:38][CH2:39][CH2:40][CH2:41]1.[CH3:34][CH2:35][OH:36].[CH3:42][CH2:43][O:44][CH2:45][CH3:46].[Na+:48].[OH-:47]>>[CH2:14]([CH:15]([CH:16]([CH:17]1[O:18][C:19]([CH3:22])([CH3:23])[O:20][CH2:21]1)[O:24][Si:25]([CH3:26])([CH3:27])[C:28]([CH3:29])([CH3:30])[CH3:31])[CH3:32])[OH:33]. The reactants are CN1CCC(O)C1, O=C(O)C(O)(c1ccccc1)C1CCCC1, CN(C)C=O, O. Yields the product CN1CCC(OC(=O)C(O)(c2ccccc2)C2CCCC2)C1. Reaction SMILES: [CH3:17][N:18]1[CH2:19][CH:20]([OH:23])[CH2:21][CH2:22]1.[CH:1]1([C:6]([C:7](=[O:8])[OH:9])([c:10]2[cH:11][cH:12][cH:13][cH:14][cH:15]2)[OH:16])[CH2:2][CH2:3][CH2:4][CH2:5]1.[O:25]=[CH:26][N:27]([CH3:28])[CH3:29].[OH2:24]>>[CH:1]1([C:6]([C:7]([O:8][CH:20]2[CH2:19][N:18]([CH3:17])[CH2:22][CH2:21]2)=[O:9])([c:10]2[cH:11][cH:12][cH:13][cH:14][cH:15]2)[OH:16])[CH2:2][CH2:3][CH2:4][CH2:5]1. Reactants: C1(=CC=CC=C1)C=C(C(C)=O)C1=CC=NC=C1 (4-phenyl-3-(4-pyridyl)-3-butene-2-one), OO (hydrogen peroxide), [OH-].[Na+] (sodium hydroxide). Solvent: CO (methanol). The product is C1(=CC=CC=C1)C1C(C(C)=O)(O1)C1=CC=NC=C1 (4-phenyl-3-(4-pyridyl)-3,4-epoxy-2-butanone). Isolated yield 20.0%. As a reaction SMILES: [C:1]1([CH:7]=[C:8]([C:12]2[CH:17]=[CH:16][N:15]=[CH:14][CH:13]=2)[C:9](=[O:11])[CH3:10])[CH:6]=[CH:5][CH:4]=[CH:3][CH:2]=1.[OH:18]O.[OH-].[Na+]>CO>[C:1]1([CH:7]2[O:18][C:8]2([C:12]2[CH:17]=[CH:16][N:15]=[CH:14][CH:13]=2)[C:9](=[O:11])[CH3:10])[CH:6]=[CH:5][CH:4]=[CH:3][CH:2]=1 |f:2.3|. Procedure: Using the procedure of Example A-1, step 2, a solution of 4-phenyl-3-(4-pyridyl)-3-butene-2-one (step 2) (1.25 g, 5.6 mmol) in methanol (20 ml) was treated with 30% aqueous hydrogen peroxide (1 ml) in the presence of sodium hydroxide (230 mg, 5.7 mmol). The crude product was purified by chromatography (silica gel, 1:1 ethyl acetate/hexane) to give 4-phenyl-3-(4-pyridyl)-3,4-epoxy-2-butanone (270 mg, 20%).